This data is from the Open Reaction Database (ORD), a public repository of structured organic reaction records. The task is: describe an organic reaction: reactants, conditions, products, and yield Reactants: [H][H] (hydrogen), [N+](=O)([O-])C=1C=CC2=C(OCC(N2)=O)C1 (7-nitro-2H-benzo[b][1,4]oxazin-3(4H)-one), ethyl acetate petroleum ether. The reagents and catalysts are [Pd] (Pd/C). Solvent: CN(C)C=O (DMF). Run at time 8 hour. The product is NC=1C=CC2=C(OCC(N2)=O)C1 (7-amino-2H-benzo[b][1,4]oxazin-3(4H)-one). As a reaction SMILES: [N+:1]([C:4]1[CH:5]=[CH:6][C:7]2[NH:12][C:11](=[O:13])[CH2:10][O:9][C:8]=2[CH:14]=1)([O-])=O.[H][H]>CN(C=O)C.[Pd]>[NH2:1][C:4]1[CH:5]=[CH:6][C:7]2[NH:12][C:11](=[O:13])[CH2:10][O:9][C:8]=2[CH:14]=1. Procedure: Into 500 mL 3-necked round bottom flask was added a solution of 7-nitro-2H-benzo[b][1,4]oxazin-3(4H)-one (12 g, 61.86 mmol) in DMF (150 mL). To the mixture was added Pd/C (5 g) followed by addition of hydrogen gas. The resulting solution was allowed to react, with stirring, overnight while the temperature was maintained at room temperature. The reaction progress was monitored by TLC (ethyl acetate/petroleum ether=1:1). A filtration was performed. The filtrate was concentrated by evaporation unde... Starting materials: CCc1c2n(c3ccc(OCc4ccc(C5CCCC5)c(C(F)(F)F)c4)cc13)CCC2CC(=O)OC(C)(C)C, O=C(O)C(F)(F)F, NC(CS)C(=O)O, O. Yields the product CCc1c2n(c3ccc(OCc4ccc(C5CCCC5)c(C(F)(F)F)c4)cc13)CCC2CC(=O)O. RXN SMILES: [CH:1]1([c:6]2[c:7]([C:36]([F:37])([F:38])[F:39])[cH:8][c:9]([CH2:10][O:11][c:12]3[cH:13][c:14]4[c:15]([CH2:32][CH3:33])[c:16]5[n:17]([c:18]4[cH:19][cH:20]3)[CH2:21][CH2:22][CH:23]5[CH2:24][C:25](=[O:26])[O:27][C:28]([CH3:29])([CH3:30])[CH3:31])[cH:34][cH:35]2)[CH2:2][CH2:3][CH2:4][CH2:5]1.[F:48][C:49]([F:50])([F:51])[C:52]([OH:53])=[O:54].[NH2:40][CH:41]([CH2:42][SH:43])[C:44]([OH:45])=[O:46].[OH2:47]>>[CH:1]1([c:6]2[c:7]([C:36]([F:37])([F:38])[F:39])[cH:8][c:9]([CH2:10][O:11][c:12]3[cH:13][c:14]4[c:15]([CH2:32][CH3:33])[c:16]5[n:17]([c:18]4[cH:19][cH:20]3)[CH2:21][CH2:22][CH:23]5[CH2:24][C:25](=[O:26])[OH:27])[cH:34][cH:35]2)[CH2:2][CH2:3][CH2:4][CH2:5]1. The reactants are NC1=C2N=C(N(C2=NC=N1)C1=CC=C(C=C1)NC(=O)NC1=CC(=C(C=C1)Cl)C(F)(F)F)C=C (1-[4-(6-amino-8-vinyl-purin-9-yl)phenyl]-3-(4-chloro-3-(trifluoromethyl)phenyl)-urea), I(=O)(=O)(=O)[O-].[Na+] (sodium periodate). The reagents and catalysts are [Os](=O)(=O)(=O)=O (osmium tetraoxide). Solvent: O1CCCC1 (tetrahydrofuran), O (water). Reaction conditions: time 14 hour. The product is NC1=C2N=C(N(C2=NC=N1)C1=CC=C(C=C1)NC(=O)NC1=CC(=C(C=C1)Cl)C(F)(F)F)C=O (1-[4-(6-amino-8-formylpurin-9-yl)phenyl]-3-(4-chloro-3-(trifluoromethyl)phenyl)urea). Yield: 94.6%. As a reaction SMILES: [NH2:1][C:2]1[N:10]=[CH:9][N:8]=[C:7]2[C:3]=1[N:4]=[C:5]([CH:32]=C)[N:6]2[C:11]1[CH:16]=[CH:15][C:14]([NH:17][C:18]([NH:20][C:21]2[CH:26]=[CH:25][C:24]([Cl:27])=[C:23]([C:28]([F:31])([F:30])[F:29])[CH:22]=2)=[O:19])=[CH:13][CH:12]=1.I([O-])(=O)(=O)=[O:35].[Na+]>O1CCCC1.O.[Os](=O)(=O)(=O)=O>[NH2:1][C:2]1[N:10]=[CH:9][N:8]=[C:7]2[C:3]=1[N:4]=[C:5]([CH:32]=[O:35])[N:6]2[C:11]1[CH:16]=[CH:15][C:14]([NH:17][C:18]([NH:20][C:21]2[CH:26]=[CH:25][C:24]([Cl:27])=[C:23]([C:28]([F:31])([F:30])[F:29])[CH:22]=2)=[O:19])=[CH:13][CH:12]=1 |f:1.2|. Procedure details: In a mixed solution of 4 mL of tetrahydrofuran and 1 mL of water, 20 mg (0.04 mmol) of 1-[4-(6-amino-8-vinyl-purin-9-yl)phenyl]-3-(4-chloro-3-(trifluoromethyl)phenyl)-urea was dissolved, and 20 μL of a 0.1 M osmium tetraoxide aqueous solution and 40 mg (0.19 mmol) of sodium periodate were added thereto and the mixture solution was stirred at room temperature for 14 hours. The reaction solution was concentrated under reduced pressure and purified by a silica gel column (dichloromethane:methanol=9... The reactants are C(C)(C)(C)OC(=O)N1C2CCCC2C1=S (6-tert-butoxycarbonyl-6-azabicyclo[3.2.0]heptane-7-thione), N (ammonia). Solvent: CO (methanol). Run at time 30 minute. Yields the product C(C)(C)(C)OC(=O)NC1C(CCC1)C(N)=S (2-(tert-butoxycarbonylamino)cyclopentanecarbothioamide). As a reaction SMILES: [C:1]([O:5][C:6]([N:8]1[C:14](=[S:15])[CH:13]2[CH:9]1[CH2:10][CH2:11][CH2:12]2)=[O:7])([CH3:4])([CH3:3])[CH3:2].[NH3:16]>CO>[C:1]([O:5][C:6]([NH:8][CH:9]1[CH2:10][CH2:11][CH2:12][CH:13]1[C:14](=[S:15])[NH2:16])=[O:7])([CH3:4])([CH3:3])[CH3:2]. Procedure: In 42 ml of 29% aqueous ammonia and 60 ml of methanol, 1.48 g of 6-tert-butoxycarbonyl-6-azabicyclo[3.2.0]heptane-7-thione was dissolved, followed by stirring at room temperature for 30 minutes. The solvent was azeotropically evaporated using benzene-ethanol, whereby 1.39 g of 2-(tert-butoxycarbonylamino)cyclopentanecarbothioamide was obtained as the crystal form.